describe an organic reaction: reactants, conditions, products, and yield From a dataset of the Open Reaction Database (ORD), a public repository of structured organic reaction records. Yields the product CCOC=CC(=O)Nc1ccc2c(c1)CC1(C2)C(=O)Nc2ncccc21. RXN SMILES: [CH2:20]([CH3:21])[O:22][CH:23]=[CH:24][C:25](=[O:26])[Cl:27].[Cl:28][CH2:29][Cl:30].[NH2:1][c:2]1[cH:3][c:4]2[c:8]([cH:9][cH:10]1)[CH2:7][C:6]1([CH2:5]2)[C:11](=[O:19])[NH:12][c:13]2[n:14][cH:15][cH:16][cH:17][c:18]21.[cH:31]1[cH:32][cH:33][n:34][cH:35][cH:36]1>>[NH:1]([c:2]1[cH:3][c:4]2[c:8]([cH:9][cH:10]1)[CH2:7][C:6]1([CH2:5]2)[C:11](=[O:19])[NH:12][c:13]2[n:14][cH:15][cH:16][cH:17][c:18]21)[C:25]([CH:24]=[CH:23][O:22][CH2:20][CH3:21])=[O:26]. The reactants are CCOC=CC(=O)Cl, ClCCl, Nc1ccc2c(c1)CC1(C2)C(=O)Nc2ncccc21, c1ccncc1. Product: Cl.Cl.O1C(=NC2=C1C=CC=C2)SCCN2CCN(CC2)CC(=O)NC=2C(=NC(=CC2SC(C)C)C)SC(C)C (2-[4-[2-(benzoxazol-2-ylthio)ethyl]piperazin-1-yl]-N-[2,4-bis(isopropylthio)-6-methyl-3-pyridyl]acetamide dihydrochloride). Reactants: C(C)(C)SC1=NC(=CC(=C1NC(CBr)=O)SC(C)C)C (N-[2,4-bis(isopropylthio)-6-methyl-3-pyridyl]-2-bromoacetamide), O1C(=NC2=C1C=CC=C2)SCCN2CCN(CC2)CC(=O)NC=2C(=NC(=CC2SC(C)C)C)SC(C)C (2-[4-[2-(benzoxazol-2-ylthio)-ethyl]piperazin-1-yl]-N-[2,4bis(isopropylthio)-6-methyl-3-pyridyl]acetamide), C1(=C(C(=C(C(=C1F)F)F)N)F)N.Cl.Cl (dihydrochloride). Reaction SMILES: C(SC1C(NC(=O)CBr)=C(SC(C)C)C=C(C)N=1)(C)C.[O:21]1[C:25]2[CH:26]=[CH:27][CH:28]=[CH:29][C:24]=2[N:23]=[C:22]1[S:30][CH2:31][CH2:32][N:33]1[CH2:38][CH2:37][N:36]([CH2:39][C:40]([NH:42][C:43]2[C:44]([S:54][CH:55]([CH3:57])[CH3:56])=[N:45][C:46]([CH3:53])=[CH:47][C:48]=2[S:49][CH:50]([CH3:52])[CH3:51])=[O:41])[CH2:35][CH2:34]1.C1(N)C(F)=C(F)C(F)=C(N)C=1F.[ClH:70].Cl>>[ClH:70].[ClH:70].[O:21]1[C:25]2[CH:26]=[CH:27][CH:28]=[CH:29][C:24]=2[N:23]=[C:22]1[S:30][CH2:31][CH2:32][N:33]1[CH2:34][CH2:35][N:36]([CH2:39][C:40]([NH:42][C:43]2[C:44]([S:54][CH:55]([CH3:57])[CH3:56])=[N:45][C:46]([CH3:53])=[CH:47][C:48]=2[S:49][CH:50]([CH3:52])[CH3:51])=[O:41])[CH2:37][CH2:38]1 |f:2.3.4,5.6.7|. Procedure: After that, the same reaction and treatment as in Example 24 were conducted using N-[2,4-bis(isopropylthio)-6-methyl-3-pyridyl]-2-bromoacetamide instead of N-[2,4-bis-(methylthio)-6-methyl-3-pyridyl]-2-bromoacetamide and the resulting 2-[4-[2-(benzoxazol-2-ylthio)-ethyl]piperazin-1-yl]-N-[2,4bis(isopropylthio)-6-methyl-3-pyridyl]acetamide was converted to a dihydrochloride to provide a desired compound as colorless powdery crystals. Reactants: C(C1=CC=CC=C1)(=O)C1=C(C(=CC=C1)CBr)CBr (1-Benzoyl-2,3-bis(bromomethyl)benzene), BrN1C(CCC1=O)=O (N-bromosuccinimide). Reagents/catalysts: C(C1=CC=CC=C1)(=O)OOC(C1=CC=CC=C1)=O (dibenzoyl peroxide). Run in C(Cl)(Cl)(Cl)Cl (carbon tetrachloride). The product is C(C1=CC=CC=C1)(=O)C1=C(C(=CC=C1)C(Br)Br)CBr (1-benzoyl-2-bromomethyl-3-(dibromomethyl)benzene). Isolated yield 91.5%. Reaction SMILES: [C:1]([C:9]1[CH:14]=[CH:13][CH:12]=[C:11]([CH2:15][Br:16])[C:10]=1[CH2:17][Br:18])(=[O:8])[C:2]1[CH:7]=[CH:6][CH:5]=[CH:4][CH:3]=1.[Br:19]N1C(=O)CCC1=O>C(Cl)(Cl)(Cl)Cl.C(OOC(=O)C1C=CC=CC=1)(=O)C1C=CC=CC=1>[C:1]([C:9]1[CH:14]=[CH:13][CH:12]=[C:11]([CH:15]([Br:19])[Br:16])[C:10]=1[CH2:17][Br:18])(=[O:8])[C:2]1[CH:7]=[CH:6][CH:5]=[CH:4][CH:3]=1. Reported procedure: 1-Benzoyl-2,3-bis(bromomethyl)benzene (8.0 g, 22 mmol) (crude, Description 7) was dissolved in carbon tetrachloride (50 ml) and recrystallized N-bromosuccinimide (3.9 g 22 mmol) and dibenzoyl peroxide (100 mg) were added. The mixture was heated to reflux for sixteen hours, cooled and filtered. The solid was washed with carbon tetrachloride (2×10 ml) and the combined organic layers were evaporated under reduced pressure to give crude 1-benzoyl-2-bromomethyl-3-(dibromomethyl)benzene (9.0 g, 93% re... Reactants: C1(CC1)C(C(C(=O)C1=CC(=C(C=C1)C)SC)=CN(C)C)=O (3-cyclopropyl-2-(N,N-dimethylaminomethylene)-1-(4-methyl-3-methylsulphenylphenyl)propan-1,3-dione), Cl.NO (hydroxylamine hydrochloride), O (Water). Run in C(C)O (ethanol). Conditions: time 8 hour. Product: C1(CC1)C1=C(C=NO1)C(C1=CC(=C(C=C1)C)SC)=O (5-cyclopropyl-4-(4-methyl-3-methylsulphenylbenzoyl)isoxazole). Isolated yield 29.0%. Reaction SMILES: [CH:1]1([C:4](=[O:21])[C:5](=[CH:17][N:18](C)C)[C:6]([C:8]2[CH:13]=[CH:12][C:11]([CH3:14])=[C:10]([S:15][CH3:16])[CH:9]=2)=[O:7])[CH2:3][CH2:2]1.Cl.NO.O>C(O)C>[CH:1]1([C:4]2[O:21][N:18]=[CH:17][C:5]=2[C:6](=[O:7])[C:8]2[CH:13]=[CH:12][C:11]([CH3:14])=[C:10]([S:15][CH3:16])[CH:9]=2)[CH2:3][CH2:2]1 |f:1.2|. Reported procedure: A mixture of 3-cyclopropyl-2-(N,N-dimethylaminomethylene)-1-(4-methyl-3-methylsulphenylphenyl)propan-1,3-dione (10.6 g) and hydroxylamine hydrochloride (2.92 g) in ethanol was stirred at room temperature overnight. Water was added and the mixture was evaporated to remove the ethanol. It was extracted with ethyl acetate, washed with aqueous sodium chloride solution, dried (sodium sulphate) and filtered. The filtrate was evaporated to dryness and the residue was purified by chromatography on silic... The reactants are C1(=C(C(=CC(=C1)C)C)C=O)C (mesitaldehyde), C(CCC)[Li] (n-butyllithium), CCCCCC (n-hexane), BrC1=NC2=C(N1C)C(=CC=C2)C(CC)CC (2-bromo-7-(1-ethylpropyl)-1-methyl-1H-benzimidazole). Solvent: C(C)OCC (diethyl ether), C(C)OCC (diethyl ether). Reaction conditions: time 0.5 hour. Yields the product C(C)C(CC)C1=CC=CC2=C1N(C(=N2)C(O)C2=C(C=C(C=C2C)C)C)C ([7-(1-Ethylpropyl)-1-methyl-1H-benzimidazol-2-yl](mesityl)methanol). Isolated yield 15.8%. RXN SMILES: C([Li])CCC.CCCCCC.Br[C:13]1[N:17]([CH3:18])[C:16]2[C:19]([CH:23]([CH2:26][CH3:27])[CH2:24][CH3:25])=[CH:20][CH:21]=[CH:22][C:15]=2[N:14]=1.[C:28]1([CH3:38])[CH:33]=[C:32]([CH3:34])[CH:31]=[C:30]([CH3:35])[C:29]=1[CH:36]=[O:37]>C(OCC)C>[CH2:24]([CH:23]([C:19]1[C:16]2[N:17]([CH3:18])[C:13]([CH:36]([C:29]3[C:28]([CH3:38])=[CH:33][C:32]([CH3:34])=[CH:31][C:30]=3[CH3:35])[OH:37])=[N:14][C:15]=2[CH:22]=[CH:21][CH:20]=1)[CH2:26][CH3:27])[CH3:25]. Procedure details: A solution of n-butyllithium in n-hexane (1.6M solution, 0.25 mL, 0.40 mmol) was added dropwise to a solution of 2-bromo-7-(1-ethylpropyl)-1-methyl-1H-benzimidazole (100 mg, 0.36 mmol) in diethyl ether (4 mL) at 0° C. To the reaction mixture was added a solution of mesitaldehyde (74 mg, 0.50 mmol) in diethyl ether (1 mL) at 0° C. The reaction mixture was stirred for 0.5 hr, and the reaction was quenched by the addition of 1N hydrochloric acid to the mixture, and the mixture was extracted with et... Reactants: CCOC(=O)CCNC(=O)c1ccc(C(NC(=O)Nc2ccc(OC(F)(F)F)cc2)C2CCC3(CC2)OCCO3)cc1, CCO, [Li+], [Li], [OH-], O. The product is O=C(O)CCNC(=O)c1ccc(C(NC(=O)Nc2ccc(OC(F)(F)F)cc2)C2CCC3(CC2)OCCO3)cc1. Reaction SMILES: [CH2:3]([CH3:4])[O:5][C:6]([CH2:7][CH2:8][NH:9][C:10]([c:11]1[cH:12][cH:13][c:14]([CH:17]([CH:18]2[CH2:19][CH2:20][C:21]3([O:22][CH2:23][CH2:24][O:25]3)[CH2:26][CH2:27]2)[NH:28][C:29](=[O:30])[NH:31][c:32]2[cH:33][cH:34][c:35]([O:38][C:39]([F:40])([F:41])[F:42])[cH:36][cH:37]2)[cH:15][cH:16]1)=[O:43])=[O:44].[CH3:45][CH2:46][OH:47].[Li+:2].[Li:48].[OH-:1].[OH2:49]>>[O:5]=[C:6]([CH2:7][CH2:8][NH:9][C:10]([c:11]1[cH:12][cH:13][c:14]([CH:17]([CH:18]2[CH2:19][CH2:20][C:21]3([O:22][CH2:23][CH2:24][O:25]3)[CH2:26][CH2:27]2)[NH:28][C:29](=[O:30])[NH:31][c:32]2[cH:33][cH:34][c:35]([O:38][C:39]([F:40])([F:41])[F:42])[cH:36][cH:37]2)[cH:15][cH:16]1)=[O:43])[OH:44]. As a reaction SMILES: [CH3:10][C:11]([CH3:12])([O-:13])[CH3:14].[CH3:21][CH2:22][OH:23].[CH3:24][CH2:25][CH2:26][CH2:27][OH:28].[Cl:2][CH2:3][c:4]1[n:5][cH:6][cH:7][cH:8][cH:9]1.[ClH:1].[K+:15].[nH:16]1[cH:17][n:18][cH:19][cH:20]1>>[CH2:3]([c:4]1[n:5][cH:6][cH:7][cH:8][cH:9]1)[n:16]1[cH:17][n:18][cH:19][cH:20]1. Yields the product c1ccc(Cn2ccnc2)nc1. Reactants: CC(C)(C)[O-], CCO, CCCCO, ClCc1ccccn1, Cl, [K+], c1c[nH]cn1.